This data is from the Open Reaction Database (ORD), a public repository of structured organic reaction records. The task is: describe an organic reaction: reactants, conditions, products, and yield The reactants are CO (MeOH), COC(=O)C1(CCC[C@@H]2O[C@H]12)C (Racemic cis-methyl-5-methyl-7-oxabicyclo[4.1.0]heptane-5-carboxylate), CC1(CCC[C@@H]2O[C@H]12)C(=O)OC (racemic cis-methyl 5-methyl-7-oxabicyclo[4.1.0]heptane-5-carboxylate), [NH4+].[Cl-] (NH4Cl), [N-]=[N+]=[N-].[Na+] (NaN3). Run in O (H2O). Yields the product COC(=O)C1(C(C(CCC1)N=[N+]=[N-])O)C (racemic methyl-3-azido-2-hydroxy-1-methyl-cyclohexanecarboxylate). As a reaction SMILES: [CH3:1][O:2][C:3]([C:5]1([CH3:12])[C@@H:11]2[C@@H:9]([O:10]2)[CH2:8][CH2:7][CH2:6]1)=[O:4].CO.[NH4+].[Cl-].[N-:17]=[N+:18]=[N-:19].[Na+]>O>[CH3:1][O:2][C:3]([C:5]1([CH3:12])[CH2:6][CH2:7][CH2:8][CH:9]([N:17]=[N+:18]=[N-:19])[CH:11]1[OH:10])=[O:4] |f:2.3,4.5|. Procedure details: Racemic cis-methyl-5-methyl-7-oxabicyclo[4.1.0]heptane-5-carboxylate, 66b, (2.2 g, 12.93 mmol) was added to a flask containing MeOH (90 mL) and H2O (10 mL) under nitrogen atmosphere. NH4Cl (1.38 g, 0.90 mL, 25.86 mmol) and NaN3 (2.52 g, 38.79 mmol) were then added to the reaction mixture. The mixture was heated to reflux for 16 hours. The solvent was evaporated under reduced pressure and the oil was taken up in H2O and extracted with EtOAc. The combined organic phases were washed with brine and ...